Dataset: the Open Reaction Database (ORD), a public repository of structured organic reaction records. Task: describe an organic reaction: reactants, conditions, products, and yield Reactants: 12.1, [Br-].C[N+](=C1OCCC1(C1=CC=CC=C1)C1=CC=CC=C1)C (dimethyl (tetrahydro-3,3-diphenyl-2-furylidene) ammonium bromide), ClC1=C(C=C(C=C1)C1(CCNCC1)O)C(F)(F)F (4-(4-chloro-3-trifluoromethylphenyl)-4-piperidinol), C([O-])([O-])=O.[Na+].[Na+] (sodium carbonate), [I-].[K+] (potassium iodide). Run in CC(CC(C)=O)C (4-methyl-2-pentanone), O (water), O (water). Yields the product Cl.ClC1=C(C=C(C=C1)C1(CCN(CC1)CCC(C(=O)N(C)C)(C1=CC=CC=C1)C1=CC=CC=C1)O)C(F)(F)F (4-(4-chloro-3-trifluoromethylphenyl)-4-hydroxy-N,N-dimethyl-α,α-diphenylpiperidine-1 -butyramide hydrochloride). Reaction SMILES: [Br-].[CH3:2][N+:3]([CH3:21])=[C:4]1[C:8]([C:15]2[CH:20]=[CH:19][CH:18]=[CH:17][CH:16]=2)([C:9]2[CH:14]=[CH:13][CH:12]=[CH:11][CH:10]=2)[CH2:7][CH2:6][O:5]1.[Cl:22][C:23]1[CH:28]=[CH:27][C:26]([C:29]2([OH:35])[CH2:34][CH2:33][NH:32][CH2:31][CH2:30]2)=[CH:25][C:24]=1[C:36]([F:39])([F:38])[F:37].C(=O)([O-])[O-].[Na+].[Na+].[I-].[K+]>O.CC(C)CC(=O)C>[ClH:22].[Cl:22][C:23]1[CH:28]=[CH:27][C:26]([C:29]2([OH:35])[CH2:30][CH2:31][N:32]([CH2:6][CH2:7][C:8]([C:9]3[CH:14]=[CH:13][CH:12]=[CH:11][CH:10]=3)([C:15]3[CH:20]=[CH:19][CH:18]=[CH:17][CH:16]=3)[C:4]([N:3]([CH3:21])[CH3:2])=[O:5])[CH2:33][CH2:34]2)=[CH:25][C:24]=1[C:36]([F:39])([F:37])[F:38] |f:0.1,3.4.5,6.7,10.11|. Procedure: A mixture of 12.1 parts of dimethyl (tetrahydro-3,3-diphenyl-2-furylidene) ammonium bromide, 8.4 parts of 4-(4-chloro-3-trifluoromethylphenyl)-4-piperidinol, 8 parts of sodium carbonate, 0.4 parts of potassium iodide and 200 parts of 4-methyl-2-pentanone is stirred and refluxed for 3 hours with water separator. The reaction mixture is cooled and water is added. The organic layer is separated, washed with diluted sodium hydroxide solution, dried and concentrated to a volume of about 200 parts. Th... The reactants are O=C([O-])[O-], CCOC(=O)Cl, CC(C)(C)OC(=O)N1CCNC(C(O)(c2ccccc2)c2ccccc2)C1, CN(C)C=O, [K+], [K+], O. Product: CC(C)(C)OC(=O)N1CCN2C(=O)OC(c3ccccc3)(c3ccccc3)C2C1. As a reaction SMILES: [C:28]([O-:29])(=[O:30])[O-:31].[C:34]([Cl:35])(=[O:36])[O:37][CH2:38][CH3:39].[CH3:1][C:2]([CH3:3])([CH3:4])[O:5][C:6](=[O:7])[N:8]1[CH2:9][CH:10]([C:14]([c:15]2[cH:16][cH:17][cH:18][cH:19][cH:20]2)([c:21]2[cH:22][cH:23][cH:24][cH:25][cH:26]2)[OH:27])[NH:11][CH2:12][CH2:13]1.[CH3:41][N:42]([CH3:43])[CH:44]=[O:45].[K+:32].[K+:33].[OH2:40]>>[CH3:1][C:2]([CH3:3])([CH3:4])[O:5][C:6](=[O:7])[N:8]1[CH2:9][CH:10]2[N:11]([CH2:12][CH2:13]1)[C:28](=[O:29])[O:27][C:14]2([c:15]1[cH:16][cH:17][cH:18][cH:19][cH:20]1)[c:21]1[cH:22][cH:23][cH:24][cH:25][cH:26]1. Starting materials: C=O (paraformaldehyde), C1(=CC=CC=C1)S (thiophenol), C1(=CC=CC=C1)O (phenol). The reagents and catalysts are C(C)(=O)[O-].[Zn+2].C(C)(=O)[O-] (zinc acetate). Run at time 7.5 hour. The product is C1(=CC=CC=C1)SCC1=C(C=CC=C1)O (2-phenylthiomethylphenol), C=O (formaldehyde). RXN SMILES: [CH2:1]=[O:2].[C:3]1([SH:9])[CH:8]=[CH:7][CH:6]=[CH:5][CH:4]=1.[C:10]1([OH:16])[CH:15]=[CH:14][CH:13]=[CH:12][CH:11]=1>C([O-])(=O)C.[Zn+2].C([O-])(=O)C>[C:3]1([S:9][CH2:1][C:11]2[CH:12]=[CH:13][CH:14]=[CH:15][C:10]=2[OH:16])[CH:8]=[CH:7][CH:6]=[CH:5][CH:4]=1.[CH2:1]=[O:2] |f:3.4.5|. Procedure: 4.5.10-3 mole of zinc acetate, in the form of an approximately 20% strength aqueous solution, 30 g of 96% pure paraformaldehyde ( 0.96 mole of CH2O) and 113.6 g of 97% pure thiophenol (1 mole) were added to 564 g (6 moles) of phenol at about 70° C. The mixture was then heated to the reflux temperature in the course of about 30 minutes and kept under these conditions for 7.5 hours (temperature of the mixture 154° to 132° C.). After this time, gas chromatography analysis gave a yield of 2-phenylth... The reactants are FC(OC1=CC=C(C=C1)N1C(C2(CC1)CCNCC2)=O)(F)F (2-(4-trifluoromethoxy-phenyl)-2,8-diaza-spiro[4.5]decan-1-one), O=C(OC(Cl)(Cl)Cl)Cl (diphosgene), CC1NCCC1 (2-methyl-pyrrolidine). Product: CC1N(CCC1)C(=O)N1CCC2(CCN(C2=O)C2=CC=C(C=C2)OC(F)(F)F)CC1 (8-(2-Methyl-pyrrolidine-1-carbonyl)-2-(4-trifluoromethoxy-phenyl)-2,8-diaza-spiro[4.5]decan-1-one). RXN SMILES: [F:1][C:2]([F:22])([F:21])[O:3][C:4]1[CH:9]=[CH:8][C:7]([N:10]2[CH2:14][CH2:13][C:12]3([CH2:19][CH2:18][NH:17][CH2:16][CH2:15]3)[C:11]2=[O:20])=[CH:6][CH:5]=1.O=C(Cl)[O:25][C:26](Cl)(Cl)Cl.[CH3:31][CH:32]1[CH2:36][CH2:35][CH2:34][NH:33]1>>[CH3:31][CH:32]1[CH2:36][CH2:35][CH2:34][N:33]1[C:26]([N:17]1[CH2:16][CH2:15][C:12]2([C:11](=[O:20])[N:10]([C:7]3[CH:8]=[CH:9][C:4]([O:3][C:2]([F:1])([F:21])[F:22])=[CH:5][CH:6]=3)[CH2:14][CH2:13]2)[CH2:19][CH2:18]1)=[O:25]. Procedure: This material was prepared in analogy to example 251 step B) from 2-(4-trifluoromethoxy-phenyl)-2,8-diaza-spiro[4.5]decan-1-one, diphosgene and 2-methyl-pyrrolidine. MS (ESI): 426.3 (MH+). Starting materials: [Cl-].[NH4+] (ammonium chloride), C[Si]([N-][Si](C)(C)C)(C)C.[Na+] (sodium hexamethyldisilazide), CI (methyl iodide), C(C=C)OC1=C(C=C(C=CC(=O)N2CCC(CC2)C(=O)OCC=C)C=C1)OC (allyl 1-(4-allyloxy-3-methoxycinnamoyl)-piperidine-4-carboxylate). Reaction SMILES: C[Si](C)(C)[N-][Si](C)(C)C.[Na+].[CH3:11]I.[CH2:13]([O:16][C:17]1[CH:38]=[CH:37][C:20]([CH:21]=[CH:22][C:23]([N:25]2[CH2:30][CH2:29][CH:28]([C:31]([O:33][CH2:34][CH:35]=[CH2:36])=[O:32])[CH2:27][CH2:26]2)=[O:24])=[CH:19][C:18]=1[O:39][CH3:40])[CH:14]=[CH2:15].[Cl-].[NH4+]>C1COCC1>[CH2:13]([O:16][C:17]1[CH:38]=[CH:37][C:20]([CH:21]=[CH:22][C:23]([N:25]2[CH2:26][CH2:27][C:28]([CH3:11])([C:31]([O:33][CH2:34][CH:35]=[CH2:36])=[O:32])[CH2:29][CH2:30]2)=[O:24])=[CH:19][C:18]=1[O:39][CH3:40])[CH:14]=[CH2:15] |f:0.1,4.5|. Procedure: 50 ml of sodium hexamethyldisilazide (1M solution in THF) and 5.3 ml of methyl iodide were added to a solution of 7.8 g of allyl 1-(4-allyloxy-3-methoxycinnamoyl)-piperidine-4-carboxylate (Example 66) in 200 ml of THF. The solution was reacted for 18 hours at room temperature. After reaction, 200 ml of an aqueous ammonium chloride solution was added to the reaction solution. The solution was extracted three times with 100 ml of ethyl acetate. The organic layer obtained was washed twice with an a... The product is C(C=C)OC1=C(C=C(C=CC(=O)N2CCC(CC2)(C(=O)OCC=C)C)C=C1)OC (allyl 1-(4-allyloxy-3-methoxycinnamoyl)-4-methylpiperidine-4-carboxylate). Run in C1CCOC1 (THF). Reactants: BrC=1C=NC2=C(C=CC=C2C1)NC(C1=CC(=CC=C1)C(=O)O)=O (3-bromo-8-(3-carboxybenzoylamino)quinoline), Cl.CNC (dimethylamine hydrochloride), C(C)N=C=NCCCN(C)C (1-ethyl-3-(3-dimethylaminopropyl)carbodiimide), ON1N=NC2=C1C=CC=C2 (1-hydroxybenzotriazole). Run in CN(C=O)C (dimethylformamide), C(C)(=O)OCC (ethyl acetate). Conditions: time 3 hour. Yields the product BrC=1C=NC2=C(C=CC=C2C1)NC(C1=CC(=CC=C1)C(N(C)C)=O)=O (3-bromo-8-[3-(dimethylcarbamoyl)benzoylamino]quinoline). Isolated yield 55.9%. As a reaction SMILES: [Br:1][C:2]1[CH:3]=[N:4][C:5]2[C:10]([CH:11]=1)=[CH:9][CH:8]=[CH:7][C:6]=2[NH:12][C:13](=[O:23])[C:14]1[CH:19]=[CH:18][CH:17]=[C:16]([C:20]([OH:22])=O)[CH:15]=1.Cl.[CH3:25][NH:26][CH3:27].C(N=C=NCCCN(C)C)C.ON1C2C=CC=CC=2N=N1>CN(C)C=O.C(OCC)(=O)C>[Br:1][C:2]1[CH:3]=[N:4][C:5]2[C:10]([CH:11]=1)=[CH:9][CH:8]=[CH:7][C:6]=2[NH:12][C:13](=[O:23])[C:14]1[CH:19]=[CH:18][CH:17]=[C:16]([C:20](=[O:22])[N:26]([CH3:27])[CH3:25])[CH:15]=1 |f:1.2|. Reported procedure: A mixture of 3-bromo-8-(3-carboxybenzoylamino)quinoline (200 mg), dimethylamine hydrochloride (65.9 mg), 1-ethyl-3-(3-dimethylaminopropyl)carbodiimide (100 mg) and 1-hydroxybenzotriazole (109 mg) in dimethylformamide (3 ml) was stirred for 3 hours at ambient temperature. The mixture was diluted with ethyl acetate, washed with water, dried over magnesium sulfate and evaporated in vacuo. The residue was purified by preparative thin layer chromatography (ethyl acetate) and recrystallized from ethan...